This data is from the Open Reaction Database (ORD), a public repository of structured organic reaction records. The task is: describe an organic reaction: reactants, conditions, products, and yield Reactants: CCO, CCOC(=O)N1CCN(c2nc3c(cc2F)c(=O)c(C(=O)O)cn3C2CC2)CC1, [Na+], [OH-]. The product is O=C(O)c1cn(C2CC2)c2nc(N3CCNCC3)c(F)cc2c1=O. Reaction SMILES: [CH3:32][CH2:33][OH:34].[CH:1]1([n:4]2[cH:5][c:6]([C:27](=[O:28])[OH:29])[c:7](=[O:26])[c:8]3[cH:9][c:10]([F:25])[c:11]([N:14]4[CH2:15][CH2:16][N:17]([C:20]([O:21][CH2:22][CH3:23])=[O:24])[CH2:18][CH2:19]4)[n:12][c:13]23)[CH2:2][CH2:3]1.[Na+:31].[OH-:30]>>[CH:1]1([n:4]2[cH:5][c:6]([C:27](=[O:28])[OH:29])[c:7](=[O:26])[c:8]3[cH:9][c:10]([F:25])[c:11]([N:14]4[CH2:15][CH2:16][NH:17][CH2:18][CH2:19]4)[n:12][c:13]23)[CH2:2][CH2:3]1. Reactants: C(C)OC(=O)C1(CC1)N(S(=O)(=O)C=1C=C(C(=O)NC=2SC3=C(C2C(=O)NC2=CC=C(C=C2)CCC2=CC=C(C(=O)OC)C=C2)CCCC3)C=CC1)C(C)C (methyl 4-(2-{4-[({2-[(3-{[1-(ethoxycarbonyl)cyclopropyl](isopropyl)sulfamoyl}benzoyl)amino]-4,5,6,7-tetrahydro-1-benzothiophen-3-yl}carbonyl)amino]phenyl}ethyl)benzoate), [OH-].[Na+] (sodium hydroxide). Solvent: C(C)O (ethanol). Yields the product C(C)OC(=O)C1(CC1)N(S(=O)(=O)C=1C=C(C(=O)NC=2SC3=C(C2C(=O)NC2=CC=C(C=C2)CCC2=CC=C(C(=O)O)C=C2)CCCC3)C=CC1)C(C)C (4-(2-{4-[({2-[(3-{[1-(ethoxycarbonyl)cyclopropyl](isopropyl)sulfamoyl}benzoyl)amino]-4,5,6,7-tetrahydro-1-benzothiophen-3-yl}carbonyl)amino]phenyl}ethyl)benzoic acid). Isolated yield 59.4%. Reaction SMILES: [CH2:1]([O:3][C:4]([C:6]1([N:9]([CH:52]([CH3:54])[CH3:53])[S:10]([C:13]2[CH:14]=[C:15]([CH:49]=[CH:50][CH:51]=2)[C:16]([NH:18][C:19]2[S:20][C:21]3[CH2:48][CH2:47][CH2:46][CH2:45][C:22]=3[C:23]=2[C:24]([NH:26][C:27]2[CH:32]=[CH:31][C:30]([CH2:33][CH2:34][C:35]3[CH:44]=[CH:43][C:38]([C:39]([O:41]C)=[O:40])=[CH:37][CH:36]=3)=[CH:29][CH:28]=2)=[O:25])=[O:17])(=[O:12])=[O:11])[CH2:8][CH2:7]1)=[O:5])[CH3:2].[OH-].[Na+]>C(O)C>[CH2:1]([O:3][C:4]([C:6]1([N:9]([CH:52]([CH3:53])[CH3:54])[S:10]([C:13]2[CH:14]=[C:15]([CH:49]=[CH:50][CH:51]=2)[C:16]([NH:18][C:19]2[S:20][C:21]3[CH2:48][CH2:47][CH2:46][CH2:45][C:22]=3[C:23]=2[C:24]([NH:26][C:27]2[CH:32]=[CH:31][C:30]([CH2:33][CH2:34][C:35]3[CH:44]=[CH:43][C:38]([C:39]([OH:41])=[O:40])=[CH:37][CH:36]=3)=[CH:29][CH:28]=2)=[O:25])=[O:17])(=[O:12])=[O:11])[CH2:8][CH2:7]1)=[O:5])[CH3:2] |f:1.2|. Reported procedure: A mixture of 290 mg of methyl 4-(2-{4-[({2-[(3-{[1-(ethoxycarbonyl)cyclopropyl](isopropyl)sulfamoyl}benzoyl)amino]-4,5,6,7-tetrahydro-1-benzothiophen-3-yl}carbonyl)amino]phenyl}ethyl)benzoate, 1.5 mL of a 1.0 M aqueous sodium hydroxide solution, and 2.9 mL of ethanol was heated and refluxed overnight. The reaction mixture was concentrated under reduced pressure, and to the residue were added water, citric acid, dichloromethane, and THF in this order. The organic layer was separated and then conc... Reactants: C[Mg]I (Methyl magnesium iodide), ice, C1(=CC=CC=C1)C(N1CC(C1)=O)C1=CC=CC=C1 (1-(diphenylmethyl)-3-azetidinone). Solvent: C(C)OCC (diethyl ether). Reaction conditions: temperature 0 celsius, time 1 hour. The product is C1(=CC=CC=C1)C(N1CC(C1)(O)C)C1=CC=CC=C1 (1-(Diphenylmethyl)-3-methylazetidin-3-ol). RXN SMILES: [CH3:1][Mg]I.[C:4]1([CH:10]([C:16]2[CH:21]=[CH:20][CH:19]=[CH:18][CH:17]=2)[N:11]2[CH2:14][C:13](=[O:15])[CH2:12]2)[CH:9]=[CH:8][CH:7]=[CH:6][CH:5]=1>C(OCC)C>[C:16]1([CH:10]([C:4]2[CH:5]=[CH:6][CH:7]=[CH:8][CH:9]=2)[N:11]2[CH2:14][C:13]([CH3:1])([OH:15])[CH2:12]2)[CH:17]=[CH:18][CH:19]=[CH:20][CH:21]=1. Procedure: Methyl magnesium iodide (3M in diethyl ether, 1.4 mL, 4.2 mmol) was added dropwise to an ice-cold solution of 1-(diphenylmethyl)-3-azetidinone (1 g, 4.20 mmol) in diethyl ether (25 mL) and the mixture was stirred for 1 hour at 0° C. The crude reaction mixture was then purified directly by column chromatography on silica gel, eluting with dichloromethane:methanol, 100:0 to 95:5, to afford the title compound the title compound as a pale yellow oil in 68% yield, 730 mg. 1H NMR(CDCl3, 400 MHz) δ: 1.... Starting materials: CO (methanol), 80, BrC=1C=CC2=C(CCC(O2)C(=O)O)C1 (6-bromo-3,4-dihydro-2H-benzopyran-2-carboxylic acid), B (borane), S(C)C (thiobismethane). Run in O1CCCC1 (tetrahydrofuran), O1CCCC1 (tetrahydrofuran). Reaction conditions: time 4 hour. Yields the product 63, BrC=1C=CC2=C(CCC(O2)CO)C1 (6-bromo-3,4-dihydro-2H-1-benzopyran-2-methanol). Isolated yield 86.0%. RXN SMILES: [Br:1][C:2]1[CH:3]=[CH:4][C:5]2[O:10][CH:9]([C:11](O)=[O:12])[CH2:8][CH2:7][C:6]=2[CH:14]=1.B.S(C)C.CO>O1CCCC1>[Br:1][C:2]1[CH:3]=[CH:4][C:5]2[O:10][CH:9]([CH2:11][OH:12])[CH2:8][CH2:7][C:6]=2[CH:14]=1. Procedure details: To a stirred mixture of 80 parts of 6-bromo-3,4-dihydro-2H-benzopyran-2-carboxylic acid and 225 parts of tetrahydrofuran were added dropwise 400 parts of a solution of borane, compound with thiobismethane 0.2N in tetrahydrofuran. Upon completion, stirring was continued for 4hours at room temperature. 80 parts of methanol were added dropwise and stirring was continued for 30 minutes at reflux temperature. The solvent was distilled off till half its volume. The remaining solvent was evaporated and...